This data is from the Open Reaction Database (ORD), a public repository of structured organic reaction records. The task is: describe an organic reaction: reactants, conditions, products, and yield Starting materials: NC1=CC=CC=C1 (aniline), OC1=CC2=C(OC(CO2)C(=O)O)C=C1 (6-hydroxy-2,3-dihydro -1,4-benzodioxin-2-carboxylic acid). Product: OC1=CC2=C(OC(CO2)C(=O)NC2=CC=CC=C2)C=C1 (6-HYDROXY-2-ANILINOCARBONYL-2,3-DIHYDRO-1,4-BENZODIOXIN). Yield: 75.0%. As a reaction SMILES: [NH2:1][C:2]1[CH:7]=[CH:6][CH:5]=[CH:4][CH:3]=1.[OH:8][C:9]1[CH:21]=[CH:20][C:12]2[O:13][CH:14]([C:17](O)=[O:18])[CH2:15][O:16][C:11]=2[CH:10]=1>>[OH:8][C:9]1[CH:21]=[CH:20][C:12]2[O:13][CH:14]([C:17]([NH:1][C:2]3[CH:7]=[CH:6][CH:5]=[CH:4][CH:3]=3)=[O:18])[CH2:15][O:16][C:11]=2[CH:10]=1. Procedure details: That compound is obtained in a yield of 75% starting frown aniline and 6-hydroxy-2,3-dihydro -1,4-benzodioxin-2-carboxylic acid. The reactants are CC(C)(C)OC(=O)N1CCC(Oc2ncc(-c3ccc(C#N)cc3)cn2)CC1, ClCCl, O=C(O)C(F)(F)F. The product is N#Cc1ccc(-c2cnc(OC3CCNCC3)nc2)cc1. Reaction SMILES: [C:8]([O:9][C:10](=[O:11])[N:15]1[CH2:16][CH2:17][CH:18]([O:21][c:22]2[n:23][cH:24][c:25](-[c:28]3[cH:29][cH:30][c:31]([C:34]#[N:35])[cH:32][cH:33]3)[cH:26][n:27]2)[CH2:19][CH2:20]1)([CH3:12])([CH3:13])[CH3:14].[CH2:36]([Cl:37])[Cl:38].[OH:1][C:2]([C:3]([F:4])([F:5])[F:6])=[O:7]>>[NH:15]1[CH2:16][CH2:17][CH:18]([O:21][c:22]2[n:23][cH:24][c:25](-[c:28]3[cH:29][cH:30][c:31]([C:34]#[N:35])[cH:32][cH:33]3)[cH:26][n:27]2)[CH2:19][CH2:20]1. Reactants: N (Ammonia), C1(=CC=CC=C1)C(CCl)=CC1=CC=CC=C1 (2,3-diphenylallyl chloride). Solvent: C1=CC=CC=C1 (benzene). Product: Cl.C1(=CC=CC=C1)C(CN)=CC1=CC=CC=C1 (2,3-diphenylallylamine hydrochloride). RXN SMILES: [NH3:1].[C:2]1([C:8](=[CH:11][C:12]2[CH:17]=[CH:16][CH:15]=[CH:14][CH:13]=2)[CH2:9][Cl:10])[CH:7]=[CH:6][CH:5]=[CH:4][CH:3]=1>C1C=CC=CC=1>[ClH:10].[C:2]1([C:8](=[CH:11][C:12]2[CH:17]=[CH:16][CH:15]=[CH:14][CH:13]=2)[CH2:9][NH2:1])[CH:7]=[CH:6][CH:5]=[CH:4][CH:3]=1 |f:3.4|. Reported procedure: Ammonia under pressure is added to a solution of 4 parts of 2,3-diphenylallyl chloride in 44 parts of benzene at 70° for 24 hours. After that time, the solid is separated by filtration and the benzene solution is reduced to an oil under reduced pressure. The oil is dissolved in isopropanolic hydrochloric acid and then diluted with ethyl ether to precipitate a solid. The solid is collected by filtration and dried to yield pure 2,3-diphenylallylamine hydrochloride, displaying nuclear magnetic reso... Reaction SMILES: [C:24](=[O:25])([O-:26])[O-:27].[CH3:17][N:18]([CH2:19][CH2:20][CH2:21][Cl:22])[CH3:23].[CH3:32][C:33]#[N:34].[ClH:16].[I-:31].[K+:28].[K+:29].[Na+:30].[nH:1]1[cH:2][c:3]([CH:10]2[CH2:11][CH2:12][NH:13][CH2:14][CH2:15]2)[c:4]2[cH:5][cH:6][cH:7][cH:8][c:9]12>>[ClH:22].[nH:1]1[cH:2][c:3]([CH:10]2[CH2:11][CH2:12][N:13]([CH2:21][CH2:20][CH2:19][N:18]([CH3:17])[CH3:23])[CH2:14][CH2:15]2)[c:4]2[cH:5][cH:6][cH:7][cH:8][c:9]12. Product: Cl, CN(C)CCCN1CCC(c2c[nH]c3ccccc23)CC1. The reactants are O=C([O-])[O-], CN(C)CCCCl, CC#N, Cl, [I-], [K+], [K+], [Na+], c1ccc2c(C3CCNCC3)c[nH]c2c1. Product: FC=1C=C(C=C(C1OC)OCC1=CC=CC=C1)CC#N ({3-fluoro-4-(methyloxy)-5-[(phenylmethyl)oxy]phenyl}acetonitrile). Procedure details: 5-(Chloromethyl)-1-fluoro-2-(methyloxy)-3-[(phenylmethyl)oxy]benzene (2.88 g, 10.26 mmol.) was taken into DMF (15 mL) followed by addition of potassium cyanide (1.0 g, 15.4 mmol.) and the resulting mixture was allowed to stir at room temperature over 12 hours. The mixture was then partitioned with ethyl ether and water and the organic phase washed with water (3×) then saturated aqueous sodium chloride and dried over anhydrous magnesium sulfate. Filtration and concentration gave {3-fluoro-4-(meth... Solvent: CN(C)C=O (DMF). Conditions: time 12 hour. Reaction SMILES: Cl[CH2:2][C:3]1[CH:4]=[C:5]([O:12][CH2:13][C:14]2[CH:19]=[CH:18][CH:17]=[CH:16][CH:15]=2)[C:6]([O:10][CH3:11])=[C:7]([F:9])[CH:8]=1.[C-:20]#[N:21].[K+]>CN(C=O)C>[F:9][C:7]1[CH:8]=[C:3]([CH2:2][C:20]#[N:21])[CH:4]=[C:5]([O:12][CH2:13][C:14]2[CH:19]=[CH:18][CH:17]=[CH:16][CH:15]=2)[C:6]=1[O:10][CH3:11] |f:1.2|. The reactants are ClCC=1C=C(C(=C(C1)F)OC)OCC1=CC=CC=C1 (5-(Chloromethyl)-1-fluoro-2-(methyloxy)-3-[(phenylmethyl)oxy]benzene), [C-]#N.[K+] (potassium cyanide). Yield: 96.6%. The reactants are FC=1C=C(C=CC1)C(F)(F)F (3-fluorobenzotrifluoride), oil, [H-].[Na+] (sodium hydride), CN1CCC(CC1)C1=NNC2=CC=CC=C12 (3-(1-methyl-4-piperidinyl)-1H-indazole), O (water). Solvent: CN(C=O)C (dimethylformamide), CN(C=O)C (dimethylformamide). Run at temperature 90 celsius, time 1 hour. Product: CN1CCC(CC1)C1=NN(C2=CC=CC=C12)C1=CC(=CC=C1)C(F)(F)F (3-(1-Methyl-4-piperidinyl)-1-[3-(trifluoromethyl)phenyl]-1H-indazole). Isolated yield 17.7%. As a reaction SMILES: [H-].[Na+].[CH3:3][N:4]1[CH2:9][CH2:8][CH:7]([C:10]2[C:18]3[C:13](=[CH:14][CH:15]=[CH:16][CH:17]=3)[NH:12][N:11]=2)[CH2:6][CH2:5]1.F[C:20]1[CH:21]=[C:22]([C:26]([F:29])([F:28])[F:27])[CH:23]=[CH:24][CH:25]=1.O>CN(C)C=O>[CH3:3][N:4]1[CH2:5][CH2:6][CH:7]([C:10]2[C:18]3[C:13](=[CH:14][CH:15]=[CH:16][CH:17]=3)[N:12]([C:20]3[CH:25]=[CH:24][CH:23]=[C:22]([C:26]([F:29])([F:28])[F:27])[CH:21]=3)[N:11]=2)[CH2:8][CH2:9]1 |f:0.1|. Procedure: To a stirred suspension of 4.9 g of a 50% oil dispersion of sodium hydride in 60 ml of dimethylformamide was added dropwise a solution a 10.0 g of 3-(1-methyl-4-piperidinyl)-1H-indazole in 80 PG,94 ml of hot dimethylformamide. The reaction mixture was stirred for 1 hr and then 15.2 g of 3-fluorobenzotrifluoride was added. The reaction was heated at 90° C. for 22 hrs, cooled and poured into water. The aqueous mixture was extracted with ether. The ethereal extracts were dried over anhydrous magnes...